From a dataset of the Open Reaction Database (ORD), a public repository of structured organic reaction records. describe an organic reaction: reactants, conditions, products, and yield The reactants are CCCCOc1cc(CCCc2ccc(OS(=O)(=O)CCCC)c(OC)c2)ccc1CCC(=O)OC, [Li+], C1CCOC1, [OH-]. Product: CCCCOc1cc(CCCc2ccc(OS(=O)(=O)CCCC)c(OC)c2)ccc1CCC(=O)O. RXN SMILES: [CH2:3]([CH2:4][CH2:5][CH3:6])[S:7](=[O:8])(=[O:9])[O:10][c:11]1[c:12]([O:37][CH3:38])[cH:13][c:14]([CH2:17][CH2:18][CH2:19][c:20]2[cH:21][c:22]([O:32][CH2:33][CH2:34][CH2:35][CH3:36])[c:23]([CH2:26][CH2:27][C:28](=[O:29])[O:30][CH3:31])[cH:24][cH:25]2)[cH:15][cH:16]1.[Li+:1].[O:39]1[CH2:40][CH2:41][CH2:42][CH2:43]1.[OH-:2]>>[CH2:3]([CH2:4][CH2:5][CH3:6])[S:7](=[O:8])(=[O:9])[O:10][c:11]1[c:12]([O:37][CH3:38])[cH:13][c:14]([CH2:17][CH2:18][CH2:19][c:20]2[cH:21][c:22]([O:32][CH2:33][CH2:34][CH2:35][CH3:36])[c:23]([CH2:26][CH2:27][C:28](=[O:29])[OH:30])[cH:24][cH:25]2)[cH:15][cH:16]1.